This data is from the Open Reaction Database (ORD), a public repository of structured organic reaction records. The task is: describe an organic reaction: reactants, conditions, products, and yield RXN SMILES: [S:1]1[CH:5]=[CH:4][C:3]2[C:6]([N:10]3[CH2:15][CH2:14][N:13]([CH2:16][CH2:17][CH2:18][O:19][C:20]4[CH:21]=[C:22]5[C:27](=[CH:28][CH:29]=4)[NH:26][C:25](=[O:30])[CH2:24][CH2:23]5)[CH2:12][CH2:11]3)=[CH:7][CH:8]=[CH:9][C:2]1=2.[Cl:31]CCCOC1C=C2C(=CC=1)NC(=O)CC2.CO.Cl>CO>[ClH:31].[S:1]1[CH:5]=[CH:4][C:3]2[C:6]([N:10]3[CH2:11][CH2:12][N:13]([CH2:16][CH2:17][CH2:18][O:19][C:20]4[CH:21]=[C:22]5[C:27](=[CH:28][CH:29]=4)[NH:26][C:25](=[O:30])[CH2:24][CH2:23]5)[CH2:14][CH2:15]3)=[CH:7][CH:8]=[CH:9][C:2]1=2 |f:2.3,5.6|. Run in CO (methanol). Reactants: S1C2=C(C=C1)C(=CC=C2)N2CCN(CC2)CCCOC=2C=C1CCC(NC1=CC2)=O (6-[3-(4-benzo[b]thiophen-4-yl-piperazin-1-yl)propoxy]-3,4-dihydro-1H-quinolin-2-one), ClCCCOC=1C=C2CCC(NC2=CC1)=O (6-(3-chloropropoxy)-3,4-dihydro-1H-quinolin-2-one), CO.Cl (hydrochloric acid methanol). Product: Cl.S1C2=C(C=C1)C(=CC=C2)N2CCN(CC2)CCCOC=2C=C1CCC(NC1=CC2)=O (6-[3-(4-benzo[b]thiophen-4-yl-piperazin-1-yl)propoxy]-3,4-dihydro-1H-quinolin-2-one hydrochloride). Procedure: By a similar method as in Example 1, 6-[3-(4-benzo[b]thiophen-4-yl-piperazin-1-yl)propoxy]-3,4-dihydro-1H-quinolin-2-one was prepared from 6-(3-chloropropoxy)-3,4-dihydro-1H-quinolin-2-one, and after it was made into a methanol solution, 0.5N hydrochloric acid methanol solution was added thereto, precipitated crystals were separated by filtration, recrystallized from a mixed solvent of ethyl acetate-diethyl ether and thereby 6-[3-(4-benzo[b]thiophen-4-yl-piperazin-1-yl)propoxy]-3,4-dihydro-1H-qu...